describe an organic reaction: reactants, conditions, products, and yield From a dataset of the Open Reaction Database (ORD), a public repository of structured organic reaction records. As a reaction SMILES: [NH2:1][CH:2]1[CH2:8][CH2:7][CH2:6][CH:5]([CH3:9])[N:4]([CH2:10][O:11][C:12]([CH3:15])(C)C)[C:3]1=[O:16].C(O)[C:18]1[CH:23]=[CH:22]C=[CH:20][CH:19]=1.S(Cl)([Cl:27])=O>>[ClH:27].[NH2:1][CH:2]1[CH2:8][CH2:7][CH2:6][CH:5]([CH3:9])[N:4]([CH2:10][O:11][CH2:12][C:15]2[CH:22]=[CH:23][CH:18]=[CH:19][CH:20]=2)[C:3]1=[O:16] |f:3.4|. The reactants are NC1C(N(C(CCC1)C)COC(C)(C)C)=O (3-amino-1-t-butoxymethyl-7-methylperhydroazepin-2-one), C(C1=CC=CC=C1)O (benzyl alcohol), S(=O)(Cl)Cl (thionyl chloride). Reported procedure: Reaction of the major isomer of 3-amino-1-t-butoxymethyl-7-methylperhydroazepin-2-one with benzyl alcohol and thionyl chloride yields 3-amino-1-benzyloxymethyl-7-methylperhydroazepin-2-one hydrochloride, which after treatment with base, yields the free amino ester. Reaction of this amino ester as described in Example 37 affords the products of Formula I (R3, R5, R6 =H; R2 =CH3 ; R=OH) listed in Table IV. Yields the product Cl.NC1C(N(C(CCC1)C)COCC1=CC=CC=C1)=O (3-amino-1-benzyloxymethyl-7-methylperhydroazepin-2-one hydrochloride). Starting materials: ClC1=C(C=NC=C1)[N+](=O)[O-] (4-chloro-3-nitropyridine), CC(C)(C)OC(=O)NC1CCCNC1 (3-N-Boc-amino piperidine), C(C)(C)N(CC)C(C)C (diisopropylethylamine). The product is [N+](=O)([O-])C=1C=NC=CC1N1CC(CCC1)NC(OC(C)(C)C)=O (tert-butyl 1-(3-nitropyridin-4-yl)piperidin-3-ylcarbamate). Isolated yield 89.0%. RXN SMILES: Cl[C:2]1[CH:7]=[CH:6][N:5]=[CH:4][C:3]=1[N+:8]([O-:10])=[O:9].[CH3:11][C:12]([O:15][C:16]([NH:18][CH:19]1[CH2:24][NH:23][CH2:22][CH2:21][CH2:20]1)=[O:17])([CH3:14])[CH3:13].C(N(C(C)C)CC)(C)C>>[N+:8]([C:3]1[CH:4]=[N:5][CH:6]=[CH:7][C:2]=1[N:23]1[CH2:22][CH2:21][CH2:20][CH:19]([NH:18][C:16](=[O:17])[O:15][C:12]([CH3:13])([CH3:11])[CH3:14])[CH2:24]1)([O-:10])=[O:9]. Procedure: The method of Example 1 was followed using 1 eq each of 4-chloro-3-nitropyridine, 3-N-Boc-amino piperidine and diisopropylethylamine yielding tert-butyl 1-(3-nitropyridin-4-yl)piperidin-3-ylcarbamate, (89%). LCMS (m/z): 323.1 (MH+); LC Rt=2.13 min. Starting materials: CS(=O)(=O)O, CO, [K+], [K+], O=C([O-])[O-], O=C1c2ccccc2COc2ccc(CCO)cc21, O, c1ccc(N2CCNCC2)cc1. The product is O=C1c2ccccc2COc2ccc(CCN3CCN(c4ccccc4)CC3)cc21. RXN SMILES: [CH3:13][S:14]([OH:15])(=[O:16])=[O:17].[CH3:44][OH:45].[K+:37].[K+:38].[O-:39][C:40]([O-:41])=[O:42].[O:18]=[C:19]1[c:20]2[c:21]([cH:30][cH:31][c:32]([CH2:34][CH2:35][OH:36])[cH:33]2)[O:22][CH2:23][c:24]2[c:25]1[cH:26][cH:27][cH:28][cH:29]2.[OH2:43].[c:1]1([N:7]2[CH2:8][CH2:9][NH:10][CH2:11][CH2:12]2)[cH:2][cH:3][cH:4][cH:5][cH:6]1>>[c:1]1([N:7]2[CH2:8][CH2:9][N:10]([CH2:35][CH2:34][c:32]3[cH:31][cH:30][c:21]4[c:20]([cH:33]3)[C:19](=[O:18])[c:25]3[c:24]([cH:29][cH:28][cH:27][cH:26]3)[CH2:23][O:22]4)[CH2:11][CH2:12]2)[cH:2][cH:3][cH:4][cH:5][cH:6]1. Starting materials: C(C)OC1=CC=C2CCC(CC2=C1)N(C(C(F)(F)F)=O)CCC (N-(7-ethoxy-1,2,3,4-tetrahydro-naphthalen-2-yl)-2,2,2-trifluoro-N-propyl-acetamide). Solvent: CO (methanol), [OH-].[Na+] (NaOH). Yields the product C(C)OC1=CC=C2CCC(CC2=C1)NCCC ((7-ethoxy-1,2,3,4-tetrahydro-naphthalen-2-yl)-propyl-amine). Reaction SMILES: [CH2:1]([O:3][C:4]1[CH:13]=[C:12]2[C:7]([CH2:8][CH2:9][CH:10]([N:14]([CH2:21][CH2:22][CH3:23])C(=O)C(F)(F)F)[CH2:11]2)=[CH:6][CH:5]=1)[CH3:2]>CO.[OH-].[Na+]>[CH2:1]([O:3][C:4]1[CH:13]=[C:12]2[C:7]([CH2:8][CH2:9][CH:10]([NH:14][CH2:21][CH2:22][CH3:23])[CH2:11]2)=[CH:6][CH:5]=1)[CH3:2] |f:2.3|. Procedure details: A solution of N-(7-ethoxy-1,2,3,4-tetrahydro-naphthalen-2-yl)-2,2,2-trifluoro-N-propyl-acetamide (660 mg, 2.0 mmol) in methanol (30 mL) and 1 N NaOH (30 mL) was stirred at room temperature for 30 h. The reaction was concentrated and the residue partitioned between EtOAc (40 mL) and water (40 mL). The aqueous layer was extracted twice more with EtOAc (2×30 mL). The combined organic layers were washed with brine (30 mL), dried (MgSO4), and concentrated to afford (7-ethoxy-1,2,3,4-tetrahydro-naphth... Starting materials: C[C@H](CNCC=1NC(C2=C(N1)CCOC2)=O)CC ((S)-2-((2-methylbutylamino)methyl)-7,8-dihydro-3H-pyrano[4,3-d]pyrimidin-4(5H)-one), FC1=CC=C(C(=O)C2CCN(CC2)CC(=O)O)C=C1 (2-(4-(4-fluorobenzoyl)piperidin-1-yl)acetic acid), C27H35FN4O4. The product is FC1=CC=C(C(=O)C2CCN(CC2)CC(=O)N(CC=2NC(C3=C(N2)CCOC3)=O)C[C@H](CC)C)C=C1 (2-[4-(4-Fluoro-benzoyl)-piperidin-1-yl]-N—((S)-2-methyl-butyl)-N-(4-oxo-3,5,7,8-tetrahydro-4H-pyrano[4,3-d]pyrimidin-2-ylmethyl)-acetamide). RXN SMILES: [CH3:1][C@@H:2]([CH2:17][CH3:18])[CH2:3][NH:4][CH2:5][C:6]1[NH:7][C:8](=[O:16])[C:9]2[CH2:15][O:14][CH2:13][CH2:12][C:10]=2[N:11]=1.[F:19][C:20]1[CH:37]=[CH:36][C:23]([C:24]([CH:26]2[CH2:31][CH2:30][N:29]([CH2:32][C:33](O)=[O:34])[CH2:28][CH2:27]2)=[O:25])=[CH:22][CH:21]=1>>[F:19][C:20]1[CH:21]=[CH:22][C:23]([C:24]([CH:26]2[CH2:27][CH2:28][N:29]([CH2:32][C:33]([N:4]([CH2:3][C@@H:2]([CH3:1])[CH2:17][CH3:18])[CH2:5][C:6]3[NH:7][C:8](=[O:16])[C:9]4[CH2:15][O:14][CH2:13][CH2:12][C:10]=4[N:11]=3)=[O:34])[CH2:30][CH2:31]2)=[O:25])=[CH:36][CH:37]=1. Reported procedure: Following the general procedure of Example 4, the title compound was prepared (38.2 mg) from (S)-2-((2-methylbutylamino)methyl)-7,8-dihydro-3H-pyrano[4,3-d]pyrimidin-4(5H)-one and 2-(4-(4-fluorobenzoyl)piperidin-1-yl)acetic acid. Exact mass calculated for C27H35FN4O4 498.6. found 499.7 (ESI, M+H); 1H NMR (400 MHz, dichloromethane-d2) δ ppm 7.88-8.15 (m, 2H) 7.20 (t, J=8.59 Hz, 2H) 4.44-4.68 (m, 4H) 4.09-4.25 (m, 1H) 3.85-3.99 (m, 2H) 3.80 (d, J=11.12 Hz, 2H) 3.42 (d, J=7.58 Hz, 2H) 3.22-3.36 (m,... Reactants: C(C)(=O)OCC(CN1C(=NC2=C1C(=CC=C2)N(CC)CC)NC2=C(C=C(C=C2)Cl)Cl)O (3-[2-[(2,4-Dichlorophenyl)amino]-7-(diethylamino)-1H-benzimidazol-1-yl]-2-hydroxypropyl acetate), CS(=O)(=O)Cl (methanesulfonyl chloride), C([O-])([O-])=O.[K+].[K+] (potassium carbonate), resultant mixture. The solvent is N1=CC=CC=C1 (pyridine), C(C)(=O)OCC (ethyl acetate), CN(C=O)C (N,N-dimethylformamide). Run at temperature 80 celsius, time 0.5 hour. The product is C(C)(=O)OCC1N(C2=NC3=C(N2C1)C(=CC=C3)N(CC)CC)C3=C(C=C(C=C3)Cl)Cl ([1-(2,4-Dichlorophenyl)-5-(diethylamino)-2,3-dihydro-1H-imidazo [1,2-a]benzimidazol-2-yl]methyl acetate). The yield is 98.0%. As a reaction SMILES: [C:1]([O:4][CH2:5][CH:6](O)[CH2:7][N:8]1[C:12]2[C:13]([N:17]([CH2:20][CH3:21])[CH2:18][CH3:19])=[CH:14][CH:15]=[CH:16][C:11]=2[N:10]=[C:9]1[NH:22][C:23]1[CH:28]=[CH:27][C:26]([Cl:29])=[CH:25][C:24]=1[Cl:30])(=[O:3])[CH3:2].CS(Cl)(=O)=O.C(=O)([O-])[O-].[K+].[K+]>N1C=CC=CC=1.CN(C)C=O.C(OCC)(=O)C>[C:1]([O:4][CH2:5][CH:6]1[CH2:7][N:8]2[C:9](=[N:10][C:11]3[CH:16]=[CH:15][CH:14]=[C:13]([N:17]([CH2:18][CH3:19])[CH2:20][CH3:21])[C:12]=32)[N:22]1[C:23]1[CH:28]=[CH:27][C:26]([Cl:29])=[CH:25][C:24]=1[Cl:30])(=[O:3])[CH3:2] |f:2.3.4|. Procedure details: To a solution of 3-[2-[(2,4-dichlorophenyl)amino]-7-(diethylamino)-1H-benzimidazol-1-yl]-2-hydroxypropyl acetate (Reference Example 89; 32.5 mg, 0.0698 mmol) in pyridine (0.7 mL) was added methanesulfonyl chloride (0.0270 mL, 0.349 mmol) at 0° C. After the resultant mixture was stirred at room temperature for 1.5 hr, the mixture was quenched with aqueous sodium hydrogen carbonate, diluted with ethyl acetate, washed with water and brine, dried over anhydrous sodium sulfate, filtered, and concentr... The reactants are CC1=C(C=C(C=C1)[N+](=O)[O-])O (2-methyl-5-nitrophenol), C([O-])([O-])=O.[Na+].[Na+] (sodium carbonate), C(C1=CC=CC=C1)Br (benzyl bromide). Solvent: CC(=O)C (acetone). Yields the product C(C1=CC=CC=C1)OC=1C=C(C=CC1C)[N+](=O)[O-] (3-Benzyloxy-4-methylnitrobenzene). Isolated yield 33.5%. As a reaction SMILES: [CH3:1][C:2]1[CH:7]=[CH:6][C:5]([N+:8]([O-:10])=[O:9])=[CH:4][C:3]=1[OH:11].C(=O)([O-])[O-].[Na+].[Na+].[CH2:18](Br)[C:19]1[CH:24]=[CH:23][CH:22]=[CH:21][CH:20]=1>CC(C)=O>[CH2:18]([O:11][C:3]1[CH:4]=[C:5]([N+:8]([O-:10])=[O:9])[CH:6]=[CH:7][C:2]=1[CH3:1])[C:19]1[CH:24]=[CH:23][CH:22]=[CH:21][CH:20]=1 |f:1.2.3|. Reported procedure: To a stirred suspension of 2-methyl-5-nitrophenol (2.0 g, 13 mmol) and sodium carbonate (1.94 g, 18.3 mmol) in acetone was added benzyl bromide (1.7 mL, 14 mmol). The mixture was heated to reflux for 24 h, cooled, filtered, and the solid washed with acetone. The filtrate and acetone washings were combined and concentrated in vacuo. Recrystallization from ether/hexanes gave 1.06 g (33%) of the title product as an off-white solid. Reactants: FC1=C(C(=CC=C1)F)C=1OC(=C(N1)C(=O)N)C1=CC=C(C=C1)O (2-(2,6-difluorophenyl)-5-(4-hydroxyphenyl)oxazole-4-carboxamide), BrCC1CCN(CC1)C(=O)OCC1=CC=CC=C1 (benzyl 4-(bromomethyl)piperidine-1-carboxylate), ( 2 ). The reagents and catalysts are [Pd] (Pd). Run in CO (MeOH). Product: FC1=C(C(=CC=C1)F)C=1OC(=C(N1)C(=O)N)C1=CC=C(C=C1)OCC1CCNCC1 (2-(2,6-difluorophenyl)-5-(4-(piperidin-4-ylmethoxy)phenyl)oxazole-4-carboxamide). As a reaction SMILES: [F:1][C:2]1[CH:7]=[CH:6][CH:5]=[C:4]([F:8])[C:3]=1[C:9]1[O:10][C:11]([C:17]2[CH:22]=[CH:21][C:20]([OH:23])=[CH:19][CH:18]=2)=[C:12]([C:14]([NH2:16])=[O:15])[N:13]=1.Br[CH2:25][CH:26]1[CH2:31][CH2:30][N:29](C(OCC2C=CC=CC=2)=O)[CH2:28][CH2:27]1>CO.[Pd]>[F:1][C:2]1[CH:7]=[CH:6][CH:5]=[C:4]([F:8])[C:3]=1[C:9]1[O:10][C:11]([C:17]2[CH:18]=[CH:19][C:20]([O:23][CH2:25][CH:26]3[CH2:31][CH2:30][NH:29][CH2:28][CH2:27]3)=[CH:21][CH:22]=2)=[C:12]([C:14]([NH2:16])=[O:15])[N:13]=1. Reported procedure: The title compound was prepared by alkylation of 2-(2,6-difluorophenyl)-5-(4-hydroxyphenyl)oxazole-4-carboxamide with benzyl 4-(bromomethyl)piperidine-1-carboxylate according to the procedure described in example S-1, step b, followed by subsequent deprotection using the H-cube hydrogenation system (full H2 mode, 10% Pd\C catalyst, 1 ml/min, 20° C., 0.05M in MeOH). 1H NMR (DMSO) δ 1.30-1.50 (2H, m), 1.85 (2H, d), 1.90-2.10 (1H, m), 2.71-2.81 (2H, m), 3.21 (2H, d), 3.92 (2H, d), 7.05-7.15 (2H, m)...